From a dataset of the Open Reaction Database (ORD), a public repository of structured organic reaction records. describe an organic reaction: reactants, conditions, products, and yield Reactants: S1C2=C(C=C1C1=NC(=NC=C1)NC1CCN(CC1)CCC#N)C=CC=C2 (3-[4-(4-Benzo[b]thiophen-2-yl-pyrimidin-2-ylamino)-piperidin-1-yl]-propionitrile), [H-].[H-].[H-].[H-].[Li+].[Al+3] (LAH). The solvent is C1CCOC1 (THF). Product: NCCCN1CCC(CC1)NC1=NC=CC(=N1)C1=CC2=C(S1)C=CC=C2 ([1-(3-Amino-propyl)-piperidin-4-yl]-(4-benzo[b]thiophen-2-yl-pyrimidin-2-yl)-amine). RXN SMILES: [S:1]1[C:5]([C:6]2[CH:11]=[CH:10][N:9]=[C:8]([NH:12][CH:13]3[CH2:18][CH2:17][N:16]([CH2:19][CH2:20][C:21]#[N:22])[CH2:15][CH2:14]3)[N:7]=2)=[CH:4][C:3]2[CH:23]=[CH:24][CH:25]=[CH:26][C:2]1=2.[H-].[H-].[H-].[H-].[Li+].[Al+3]>C1COCC1>[NH2:22][CH2:21][CH2:20][CH2:19][N:16]1[CH2:15][CH2:14][CH:13]([NH:12][C:8]2[N:7]=[C:6]([C:5]3[S:1][C:2]4[CH:26]=[CH:25][CH:24]=[CH:23][C:3]=4[CH:4]=3)[CH:11]=[CH:10][N:9]=2)[CH2:18][CH2:17]1 |f:1.2.3.4.5.6|. Procedure details: Compound of Example 151 was reduced with LAH in THF at 60° C. analogous to Example 53. The reactants are NCCOCC=1NC(=C(C(C1C(=O)OCC)C1=C(C(=CC=C1)Cl)Cl)C(=O)OC)C (2-(2-aminoethoxymethyl)-4-(2,3-dichlorophenyl)-3-ethoxycarbonyl-5-methoxycarbonyl-6-methyl-1,4-dihydropyridine), C(C)(=O)OC=O (Formic acetic anhydride), C(=O)O (formic acid), C(C)(=O)OC(C)=O (acetic anhydride). Solvent: O1CCCC1 (tetrahydrofuran). Conditions: time 1.5 hour. The product is ClC1=C(C=CC=C1Cl)C1C(=C(NC(=C1C(=O)OC)C)COCCNC=O)C(=O)OCC (4-(2,3-Dichlorophenyl)-3-ethoxycarbonyl-2-[(N-formyl)aminoethoxy methyl]-5-methoxycarbonyl-6-methyl-1,4-dihydropyridine), hemihydrate. RXN SMILES: [C:1](OC=O)(=[O:3])C.C(O)=O.C(OC(=O)C)(=O)C.[NH2:17][CH2:18][CH2:19][O:20][CH2:21][C:22]1[NH:23][C:24]([CH3:45])=[C:25]([C:41]([O:43][CH3:44])=[O:42])[CH:26]([C:33]2[CH:38]=[CH:37][CH:36]=[C:35]([Cl:39])[C:34]=2[Cl:40])[C:27]=1[C:28]([O:30][CH2:31][CH3:32])=[O:29]>O1CCCC1>[Cl:40][C:34]1[C:35]([Cl:39])=[CH:36][CH:37]=[CH:38][C:33]=1[CH:26]1[C:25]([C:41]([O:43][CH3:44])=[O:42])=[C:24]([CH3:45])[NH:23][C:22]([CH2:21][O:20][CH2:19][CH2:18][NH:17][CH:1]=[O:3])=[C:27]1[C:28]([O:30][CH2:31][CH3:32])=[O:29]. Reported procedure: Formic acetic anhydride (15 ml; prepared by heating a mixture of formic acid (5 ml) and acetic anhydride (10 ml) at 50°-60° C. for 1 hour) was added over 10 minutes to a stirred, ice-cooled solution of 2-(2-aminoethoxymethyl)-4-(2,3-dichlorophenyl)-3-ethoxycarbonyl-5-methoxycarbonyl-6-methyl-1,4-dihydropyridine (4.4 g) in tetrahydrofuran (30 ml). The mixture was stirred at room temperature for 1.5 hours and then evaporated. The residue was dissolved in dichloromethane and the solution washed wit...